From a dataset of the Open Reaction Database (ORD), a public repository of structured organic reaction records. describe an organic reaction: reactants, conditions, products, and yield Reactants: CC(C)(C)OC(=O)Nc1cc(Cl)c(I)cc1[N+](=O)[O-], Cc1ccccc1, CCN(C(C)C)C(C)C, C1CC2(CCN1)OCCO2. Yields the product CC(C)(C)OC(=O)Nc1cc(N2CCC3(CC2)OCCO3)c(I)cc1[N+](=O)[O-]. As a reaction SMILES: [C:1]([CH3:2])([CH3:3])([CH3:4])[O:5][C:6]([NH:7][c:8]1[c:9]([N+:16](=[O:17])[O-:18])[cH:10][c:11]([I:15])[c:12]([Cl:14])[cH:13]1)=[O:19].[CH3:39][c:40]1[cH:41][cH:42][cH:43][cH:44][cH:45]1.[CH:30]([N:31]([CH2:32][CH3:33])[CH:34]([CH3:35])[CH3:36])([CH3:37])[CH3:38].[O:20]1[CH2:21][CH2:22][O:23][C:24]12[CH2:25][CH2:26][NH:27][CH2:28][CH2:29]2>>[C:1]([CH3:2])([CH3:3])([CH3:4])[O:5][C:6]([NH:7][c:8]1[c:9]([N+:16](=[O:17])[O-:18])[cH:10][c:11]([I:15])[c:12]([N:27]2[CH2:26][CH2:25][C:24]3([O:20][CH2:21][CH2:22][O:23]3)[CH2:29][CH2:28]2)[cH:13]1)=[O:19]. Reactants: ClC=1C=CC=C2C=CC(=CC12)C(=O)OCC (ethyl 8-chloro-2-naphthylformate), CSCS(=O)C (methyl methylthiomethyl sulfoxide), [H-].[Na+] (sodium hydride). The solvent is CN(C=O)C (N,N-dimethylformamide), CN(C=O)C (N,N-dimethylformamide). Conditions: temperature 25 celsius, time 4 hour. The product is O=C(C(S(=O)C)SC)C1=CC2=C(C=CC=C2C=C1)Cl (1-oxo-1-(8-chloro-2-naphthyl)-2-methylthio-2-methylsulfinylethane). The yield is 63.4%. RXN SMILES: [H-].[Na+].[Cl:3][C:4]1[CH:5]=[CH:6][CH:7]=[C:8]2[C:13]=1[CH:12]=[C:11]([C:14]([O:16]CC)=O)[CH:10]=[CH:9]2.[CH3:19][S:20][CH2:21][S:22]([CH3:24])=[O:23]>CN(C)C=O>[O:16]=[C:14]([C:11]1[CH:10]=[CH:9][C:8]2[C:13](=[C:4]([Cl:3])[CH:5]=[CH:6][CH:7]=2)[CH:12]=1)[CH:21]([S:20][CH3:19])[S:22]([CH3:24])=[O:23] |f:0.1|. Procedure: A suspension of 9.2 g sodium hydride in 50 ml of N,N-dimethylformamide was added in one portion to a stirred solution of 5.6 g (24 mM) of ethyl 8-chloro-2-naphthylformate and 4.4 g (36 mM) of methyl methylthiomethyl sulfoxide in 10 ml of N,N-dimethylformamide. The reaction mixture was stirred for four hours at 25° C., and then concentrated to dryness. The product was dissolved in 250 ml of ethyl acetate and the solution was washed with 5% hydrochloric acid, saturated sodium bicarbonate and brine... Reactants: CCOc1cc2c(cc1C(CC)=C(F)CO)C(C(C)(C)C)=CCC2(C)C, C[N+]1([O-])CCOCC1, CC#N, CCCCCC, CCOC(C)=O, ClCCl, OCC(O)CNc1ccccc1. Yields the product CCOc1cc2c(cc1C(CC)=C(F)C=O)C(C(C)(C)C)=CCC2(C)C. RXN SMILES: [C:1]([CH3:2])([CH3:3])([CH3:4])[C:5]1=[CH:6][CH2:7][C:8]([CH3:25])([CH3:26])[c:9]2[cH:10][c:11]([O:22][CH2:23][CH3:24])[c:12]([C:15](=[C:16]([CH2:17][OH:18])[F:19])[CH2:20][CH3:21])[cH:13][c:14]21.[CH3:39][N+:40]1([O-:41])[CH2:42][CH2:43][O:44][CH2:45][CH2:46]1.[CH3:50][C:51]#[N:52].[CH3:53][CH2:54][CH2:55][CH2:56][CH2:57][CH3:58].[CH3:59][CH2:60][O:61][C:62](=[O:63])[CH3:64].[Cl:47][CH2:48][Cl:49].[OH:27][CH2:28][CH:29]([CH2:30][NH:31][c:32]1[cH:33][cH:34][cH:35][cH:36][cH:37]1)[OH:38]>>[C:1]([CH3:2])([CH3:3])([CH3:4])[C:5]1=[CH:6][CH2:7][C:8]([CH3:25])([CH3:26])[c:9]2[cH:10][c:11]([O:22][CH2:23][CH3:24])[c:12]([C:15](=[C:16]([CH:17]=[O:18])[F:19])[CH2:20][CH3:21])[cH:13][c:14]21. Procedure: According to the method of example A57A, 3-iodo-1-((2-(trimethylsilyl)ethoxy)methyl)-1H-indazole-6-carbaldehyde (402 mg, 1 mmol) was reacted with 4-(4-vinylbenzyl)morpholine (304 mg, 1.5 mmol) to give the title compound upon silica gel purification (1:1 hexane/ethyl acetate) as a yellow solid (120 mg, 25%). MS ESI 478.3 [M+H]+, calcd for [C27H35N3O3Si+H]+ 478.2. The product is O1CCN(CC1)CC1=CC=C(/C=C/C2=NN(C3=CC(=CC=C23)C=O)COCC[Si](C)(C)C)C=C1 ((E)-3-(4-(morpholinomethyl)styryl)-1-((2-(trimethylsilyl)ethoxy)methyl)-1H-indazole-6-carbaldehyde). Reaction SMILES: I[C:2]1[C:10]2[C:5](=[CH:6][C:7]([CH:11]=[O:12])=[CH:8][CH:9]=2)[N:4]([CH2:13][O:14][CH2:15][CH2:16][Si:17]([CH3:20])([CH3:19])[CH3:18])[N:3]=1.[CH:21]([C:23]1[CH:35]=[CH:34][C:26]([CH2:27][N:28]2[CH2:33][CH2:32][O:31][CH2:30][CH2:29]2)=[CH:25][CH:24]=1)=[CH2:22]>>[O:31]1[CH2:32][CH2:33][N:28]([CH2:27][C:26]2[CH:34]=[CH:35][C:23](/[CH:21]=[CH:22]/[C:2]3[C:10]4[C:5](=[CH:6][C:7]([CH:11]=[O:12])=[CH:8][CH:9]=4)[N:4]([CH2:13][O:14][CH2:15][CH2:16][Si:17]([CH3:20])([CH3:19])[CH3:18])[N:3]=3)=[CH:24][CH:25]=2)[CH2:29][CH2:30]1. Starting materials: IC1=NN(C2=CC(=CC=C12)C=O)COCC[Si](C)(C)C (3-iodo-1-((2-(trimethylsilyl)ethoxy)methyl)-1H-indazole-6-carbaldehyde), C(=C)C1=CC=C(CN2CCOCC2)C=C1 (4-(4-vinylbenzyl)morpholine). The reactants are ClCC(=O)Cl (chloroacetyl chloride), COC=1C=CC=C2CCC(NC12)=O (8-methoxy-3,4-dihydrocarbostyril). Yields the product ClCC(=O)C1=C2CCC(NC2=C(C=C1)OC)=O (5-chloroacetyl-8-methoxy-3,4-dihydrocarbostyril). As a reaction SMILES: [Cl:1][CH2:2][C:3](Cl)=[O:4].[CH3:6][O:7][C:8]1[CH:9]=[CH:10][CH:11]=[C:12]2[C:17]=1[NH:16][C:15](=[O:18])[CH2:14][CH2:13]2>>[Cl:1][CH2:2][C:3]([C:11]1[CH:10]=[CH:9][C:8]([O:7][CH3:6])=[C:17]2[C:12]=1[CH2:13][CH2:14][C:15](=[O:18])[NH:16]2)=[O:4]. Reported procedure: By using chloroacetyl chloride and 8-methoxy-3,4-dihydrocarbostyril, there was obtained 5-chloroacetyl-8-methoxy-3,4-dihydrocarbostyril as a white powder having a melting point of 187°-188° C. Starting materials: [H-], Nc1nc(Cl)nc2c1ncn2Cc1ccccc1, [Na+], CN(C)C=O, Cc1ccc(S)cc1. Product: Cc1ccc(Sc2nc(N)c3ncn(Cc4ccccc4)c3n2)cc1. RXN SMILES: [H-:1].[NH2:11][c:12]1[c:13]2[n:14][cH:15][n:16]([CH2:22][c:23]3[cH:24][cH:25][cH:26][cH:27][cH:28]3)[c:17]2[n:18][c:19]([Cl:21])[n:20]1.[Na+:2].[O:29]=[CH:30][N:31]([CH3:32])[CH3:33].[c:3]1([CH3:10])[cH:4][cH:5][c:6]([SH:9])[cH:7][cH:8]1>>[c:3]1([CH3:10])[cH:4][cH:5][c:6]([S:9][c:19]2[n:18][c:17]3[c:13]([c:12]([NH2:11])[n:20]2)[n:14][cH:15][n:16]3[CH2:22][c:23]2[cH:24][cH:25][cH:26][cH:27][cH:28]2)[cH:7][cH:8]1. Starting materials: C(C)(C)NC(C)C (di-iso-propylamine), C(CCC)[Li] (n-butyl lithium), solution, ClC(C(Cl)(Cl)Cl)(Cl)Cl (hexachloroethane), COC=1C=C(C=CC1)S(=O)(=O)NC1=NC=CN=C1OC (3-methoxy-N-(3-methoxy-2-pyrazinyl)benzenesulphonamide), C(C)(C)[N-]C(C)C.[Li+] (lithium di-iso-propylamide). The solvent is hexanes, O1CCCC1 (tetrahydrofuran). Yields the product ClC1=C(C=CC=C1OC)S(=O)(=O)NC1=NC=CN=C1OC (2-Chloro-3-methoxy-N-(3-methoxypyrazin-2-yl)benzenesulphonamide). Isolated yield 46.1%. RXN SMILES: [CH3:1][O:2][C:3]1[CH:4]=[C:5]([S:9]([NH:12][C:13]2[C:18]([O:19][CH3:20])=[N:17][CH:16]=[CH:15][N:14]=2)(=[O:11])=[O:10])[CH:6]=[CH:7][CH:8]=1.C([N-]C(C)C)(C)C.[Li+].C(NC(C)C)(C)C.C([Li])CCC.[Cl:41]C(Cl)(Cl)C(Cl)(Cl)Cl>O1CCCC1>[Cl:41][C:4]1[C:3]([O:2][CH3:1])=[CH:8][CH:7]=[CH:6][C:5]=1[S:9]([NH:12][C:13]1[C:18]([O:19][CH3:20])=[N:17][CH:16]=[CH:15][N:14]=1)(=[O:11])=[O:10] |f:1.2|. Procedure: Prepared as for Example 130, 3-methoxy-N-(3-methoxy-2-pyrazinyl)benzenesulphonamide (Example 132a) (0.295 g), lithium di-iso-propylamide (prepared from di-iso-propylamine (0.30 g) and n-butyl lithium (0.96 mL of a 2.5M solution in hexanes)) and hexachloroethane (0.994 g) in anhydrous tetrahydrofuran (20 mL) afforded the titled compound (0.152 g) as a white solid after re-crystallisation from tert-butyl methylether. Starting materials: CS(=O)(=O)OC(C)C1=CC=C2OCCN3C=C(N=C3C2=C1)C=1N(C=C(N1)C)C(C)C (1-{4-[4-methyl-1-(propan-2-yl)-1H-imidazol-2-yl]-9-oxa-3,6-diazatricyclo[8.4.0.02,6]tetradeca-1(14),2,4,10,12-pentaen-13-yl}ethyl methanesulfonate), N1CCC(CC1)C(C)(C)O (2-(piperidin-4-yl)propan-2-ol). The solvent is O1CCOCC1 (dioxane). Reaction conditions: temperature 90 celsius. The product is C(C)(C)N1C(=NC(=C1)C)C=1N=C2N(CCOC3=C2C=C(C=C3)C(C)N3CCC(CC3)C(C)(C)O)C1 (2-(1-(1-(2-(1-isopropyl-4-methyl-1H-imidazol-2-yl)-5,6-dihydrobenzo[f]imidazo[1,2-d][1,4]oxazepin-10-yl)ethyl)piperidin-4-yl)propan-2-ol). The yield is 18.7%. As a reaction SMILES: CS(O[CH:6]([C:8]1[CH:21]=[C:20]2[C:11]([O:12][CH2:13][CH2:14][N:15]3[C:19]2=[N:18][C:17]([C:22]2[N:23]([CH:28]([CH3:30])[CH3:29])[CH:24]=[C:25]([CH3:27])[N:26]=2)=[CH:16]3)=[CH:10][CH:9]=1)[CH3:7])(=O)=O.[NH:31]1[CH2:36][CH2:35][CH:34]([C:37]([OH:40])([CH3:39])[CH3:38])[CH2:33][CH2:32]1>O1CCOCC1>[CH:28]([N:23]1[CH:24]=[C:25]([CH3:27])[N:26]=[C:22]1[C:17]1[N:18]=[C:19]2[C:20]3[CH:21]=[C:8]([CH:6]([N:31]4[CH2:36][CH2:35][CH:34]([C:37]([OH:40])([CH3:39])[CH3:38])[CH2:33][CH2:32]4)[CH3:7])[CH:9]=[CH:10][C:11]=3[O:12][CH2:13][CH2:14][N:15]2[CH:16]=1)([CH3:29])[CH3:30]. Procedure details: To a solution of 1-{4-[4-methyl-1-(propan-2-yl)-1H-imidazol-2-yl]-9-oxa-3,6-diazatricyclo[8.4.0.02,6]tetradeca-1(14),2,4,10,12-pentaen-13-yl}ethyl methanesulfonate (12 mg, 0.028 mmol) in dioxane (2 mL) was added 2-(piperidin-4-yl)propan-2-ol (40 mg, 0.280 mmol). The resulting mixture was heated at 90° C. overnight. The solvent was removed under reduce pressure and the residue was purified by prep-HPLC (Gilson GX 281, Shim-pack PRC-ODS 250 mm×20 mm×2, gradient: CH3CN/10 mm/L NH4HCO3, 17 min) to a...